This data is from the Open Reaction Database (ORD), a public repository of structured organic reaction records. The task is: describe an organic reaction: reactants, conditions, products, and yield Starting materials: compound, ClC1=NC=NC2=CC=C(C=C12)O (4-chloro-6-hydroxy-quinazoline), ClC1=C(C(=CC=C1)S(=O)(=O)C)Cl (1,2-dichloro-3-methylsulfonylbenzene), NC1=NN(C=C1)C (3-amino-1-methyl-1H-pyrazole). Procedure details: The compound of Example 91 was manufactured by the same method as in Example 95, by a similar method thereto or by a combination of such a method with a conventional method using 1,2-dichloro-3-methylsulfonylbenzene, 3-amino-1-methyl-1H-pyrazole and 4-chloro-6-hydroxy-quinazoline. Product: ClC1=C(OC=2C=C3C(=NC=NC3=CC2)NC2=NN(C=C2)C)C(=CC=C1)S(=O)(=O)C ([6-(2-Chloro-6-(methylsulfonyl)phenoxy)-quinazolin-4-yl]-(1-methyl-1H-pyrazol-3-yl)-amine). RXN SMILES: [Cl:1][C:2]1[CH:7]=[CH:6][CH:5]=[C:4]([S:8]([CH3:11])(=[O:10])=[O:9])[C:3]=1Cl.[NH2:13][C:14]1[CH:18]=[CH:17][N:16]([CH3:19])[N:15]=1.Cl[C:21]1[C:30]2[C:25](=[CH:26][CH:27]=[C:28]([OH:31])[CH:29]=2)[N:24]=[CH:23][N:22]=1>>[Cl:1][C:2]1[CH:7]=[CH:6][CH:5]=[C:4]([S:8]([CH3:11])(=[O:10])=[O:9])[C:3]=1[O:31][C:28]1[CH:29]=[C:30]2[C:25](=[CH:26][CH:27]=1)[N:24]=[CH:23][N:22]=[C:21]2[NH:13][C:14]1[CH:18]=[CH:17][N:16]([CH3:19])[N:15]=1.